This data is from the Open Reaction Database (ORD), a public repository of structured organic reaction records. The task is: describe an organic reaction: reactants, conditions, products, and yield Starting materials: BrCC(CCCCCCCC)Br (1,2-dibromodecane), C(C1=CC=CC=C1)(=O)C1=CC=CC=C1 (benzophenone), BrCC(CCCCCCCC)Br (1,2-dibromodecane), Two, C(C1=CC=CC=C1)(=O)C1=CC=CC=C1 (benzophenone), CCCCCCCCCCCC (dodecane), CCCCCCCCCCCC (dodecane). The solvent is CO (methanol), CC(C)O (2-propanol), quartz. The product is C=CCCCCCCCC (1-decene). RXN SMILES: Br[CH2:2][CH:3](Br)[CH2:4][CH2:5][CH2:6][CH2:7][CH2:8][CH2:9][CH2:10][CH3:11].C(C1C=CC=CC=1)(=O)C1C=CC=CC=1.CCCCCCCCCCCC>CO.CC(O)C>[CH2:2]=[CH:3][CH2:4][CH2:5][CH2:6][CH2:7][CH2:8][CH2:9][CH2:10][CH3:11]. Reported procedure: Solutions were prepared by dissolving all of the following in a total volume of 5 mL methanol and 2-propanol, respectively: (a) 60.0 mg 1,2-dibromodecane, 10.8 mg of benzophenone and 12.6 mg of dodecane; (b) 65.2 mg 1,2-dibromodecane, 11.2 mg benzophenone and 11.2 mg dodecane. Two 2mL-aliquot of each solution were placed in quartz cells (7×7 mm2) and deaerated by bubbling oxygen-free nitrogen for 15 minutes. Samples were then irradiated at 350 nm using a photoreactor equipped with two RPR-350 la... The reactants are Brc1ccc2occ(-c3ccccc3)c2c1, CCOCC, CCCCCCCCCCC=O, [Cl-], [Mg], [NH4+], C1CCOC1, O. The product is CCCCCCCCCCC(O)c1ccc2occ(-c3ccccc3)c2c1. RXN SMILES: [Br:1][c:2]1[cH:3][cH:4][c:5]2[c:6]([c:7](-[c:10]3[cH:11][cH:12][cH:13][cH:14][cH:15]3)[cH:8][o:9]2)[cH:16]1.[CH3:38][CH2:39][O:40][CH2:41][CH3:42].[CH:18]([CH2:19][CH2:20][CH2:21][CH2:22][CH2:23][CH2:24][CH2:25][CH2:26][CH2:27][CH3:28])=[O:29].[Cl-:30].[Mg:17].[NH4+:31].[O:32]1[CH2:33][CH2:34][CH2:35][CH2:36]1.[OH2:37]>>[c:2]1([CH:18]([CH2:19][CH2:20][CH2:21][CH2:22][CH2:23][CH2:24][CH2:25][CH2:26][CH2:27][CH3:28])[OH:29])[cH:3][cH:4][c:5]2[c:6]([c:7](-[c:10]3[cH:11][cH:12][cH:13][cH:14][cH:15]3)[cH:8][o:9]2)[cH:16]1. The yield is 25.0%. Reactants: C1(CC1)N1C=NC2=C1N=NC=C2C2=CC=C(C=C2)F (7-cyclopropyl-4-(4-fluorophenyl)-7H-imidazo[4,5-c]pyridazine), BrN1C(=O)N(C(=O)C1(C)C)Br (1,3-dibromo-5,5-dimethylhydantoin). As a reaction SMILES: [CH:1]1([N:4]2[C:8]3[N:9]=[N:10][CH:11]=[C:12]([C:13]4[CH:18]=[CH:17][C:16]([F:19])=[CH:15][CH:14]=4)[C:7]=3[N:6]=[CH:5]2)[CH2:3][CH2:2]1.[Br:20]N1C(C)(C)C(=O)N(Br)C1=O>>[Br:20][C:15]1[CH:14]=[C:13]([C:12]2[C:7]3[N:6]=[CH:5][N:4]([CH:1]4[CH2:3][CH2:2]4)[C:8]=3[N:9]=[N:10][CH:11]=2)[CH:18]=[CH:17][C:16]=1[F:19]. Yields the product BrC=1C=C(C=CC1F)C=1C2=C(N=NC1)N(C=N2)C2CC2 (4-(3-Bromo-4-fluorophenyl)-7-cyclopropyl-7H-imidazo[4,5-c]pyridazine). Reported procedure: This was prepared by a Method analogous to that as described above for Preparation 87 using 7-cyclopropyl-4-(4-fluorophenyl)-7H-imidazo[4,5-c]pyridazine (Preparation 93, 450 mg, 1.77 mmol) and 1,3-dibromo-5,5-dimethylhydantoin (253.3 mg, 0.885 mmol) to afford the title compound as a white solid in 25% yield, 500 mg. Reactants: C(C)(C)(C)C1=C(C(=CC=C1)C(C)(C)C)O (2,6-di-tert-butylphenol), C[O-].[Na+] (sodium methoxide), C(CCCCCCCCCCCCCCCCC)O (n-octadecylalcohol), C(C(=C)C)(=O)OC (methyl methacrylate). Yields the product C(C)(C)(C)C=1C=C(C=C(C1O)C(C)(C)C)CCC(=O)OCCCCCCCCCCCCCCCCCC (n-octadecyl β-(3,5-di-tert-butyl-4-hydroxyphenyl)propionate). As a reaction SMILES: [C:1]([C:5]1[CH:10]=[CH:9][CH:8]=[C:7]([C:11]([CH3:14])([CH3:13])[CH3:12])[C:6]=1[OH:15])([CH3:4])([CH3:3])[CH3:2].[CH2:16]([OH:34])[CH2:17][CH2:18][CH2:19][CH2:20][CH2:21][CH2:22][CH2:23][CH2:24][CH2:25][CH2:26][CH2:27][CH2:28][CH2:29][CH2:30][CH2:31][CH2:32][CH3:33].[C:35](OC)(=[O:39])[C:36](C)=[CH2:37].C[O-].[Na+]>>[C:11]([C:7]1[CH:8]=[C:9]([CH2:37][CH2:36][C:35]([O:34][CH2:16][CH2:17][CH2:18][CH2:19][CH2:20][CH2:21][CH2:22][CH2:23][CH2:24][CH2:25][CH2:26][CH2:27][CH2:28][CH2:29][CH2:30][CH2:31][CH2:32][CH3:33])=[O:39])[CH:10]=[C:5]([C:1]([CH3:4])([CH3:3])[CH3:2])[C:6]=1[OH:15])([CH3:14])([CH3:13])[CH3:12] |f:3.4|. Reported procedure: DE-A-23 64 121 discloses a further process in which, for example, 2,6-di-tert-butylphenol, n-octadecylalcohol and methyl methacrylate can be reacted directly in the presence of sodium methoxide to give n-octadecyl β-(3,5-di-tert-butyl-4-hydroxyphenyl)propionate. Starting materials: C(CCC)[Li] (n-butyl lithium), ClC=1C2=CN(N=C2C=CC1)C (4-chloro-2-methyl-2H-indazole), S(O)(O)=O (sulfurous acid). Run in C(C)OCC (ethyl ether), C(C)OCC (ethyl ether). Run at temperature -30 celsius, time 1 hour. The product is ClC=1C2=C(N(N=C2C=CC1)C)S(=O)[O-].[Li+] (lithium 4-chloro-2-methyl-2H-indazole-3-sulfinate). Reaction SMILES: [Cl:1][C:2]1[C:3]2[C:7]([CH:8]=[CH:9][CH:10]=1)=[N:6][N:5]([CH3:11])[CH:4]=2.C([Li:16])CCC.[S:17](=O)([OH:19])[OH:18]>C(OCC)C>[Cl:1][C:2]1[C:3]2[C:7]([CH:8]=[CH:9][CH:10]=1)=[N:6][N:5]([CH3:11])[C:4]=2[S:17]([O-:19])=[O:18].[Li+:16] |f:4.5|. Procedure: A solution containing 16 g (0.1 mol) of 4-chloro-2-methyl-2H-indazole in 300 ml of ethyl ether, was cooled to -30° C., and 85.4 g (0.2 mol) of n-butyl lithium (15% hexane solution) was dropwise added thereto. The mixture was stirred for one hour at the same temperature. Then, an excess amount of sulfurous acid gas was blown thereinto at a temperature of not higher than -20° C. for 3 hours. After completion of the reaction, the mixture was returned to room temperature and diluted with ethyl ether...